From a dataset of the Open Reaction Database (ORD), a public repository of structured organic reaction records. describe an organic reaction: reactants, conditions, products, and yield The reactants are Nc1cccc(Br)c1, CN(C)C=O, CCOC(C)=O, O=C(Cl)C(=O)Cl, ClCCl, O, O=C(O)c1cc([N+](=O)[O-])c(Sc2ccc(O)cc2)s1, c1ccncc1. Product: O=C(Nc1cccc(Br)c1)c1cc([N+](=O)[O-])c(Sc2ccc(O)cc2)s1. As a reaction SMILES: [Br:31][c:32]1[cH:33][c:34]([NH2:35])[cH:36][cH:37][cH:38]1.[CH3:26][N:27]([CH3:28])[CH:29]=[O:30].[CH3:42][CH2:43][O:44][C:45](=[O:46])[CH3:47].[Cl:20][C:21]([C:22]([Cl:23])=[O:24])=[O:25].[Cl:39][CH2:40][Cl:41].[OH2:48].[OH:1][c:2]1[cH:3][cH:4][c:5]([S:8][c:9]2[c:10]([N+:17](=[O:18])[O-:19])[cH:11][c:12]([C:14](=[O:15])[OH:16])[s:13]2)[cH:6][cH:7]1.[cH:49]1[cH:50][cH:51][n:52][cH:53][cH:54]1>>[OH:1][c:2]1[cH:3][cH:4][c:5]([S:8][c:9]2[c:10]([N+:17](=[O:18])[O-:19])[cH:11][c:12]([C:14](=[O:16])[NH:35][c:34]3[cH:33][c:32]([Br:31])[cH:38][cH:37][cH:36]3)[s:13]2)[cH:6][cH:7]1. Starting materials: [OH-].[Na+] (sodium hydroxide), C(=O)(O)C(O)C(O)C(=O)O.C(C)OC(=O)[C@H]1CN(CCC1)CCCOC=C(C1=CC=C(C=C1)F)C1=CC=C(C=C1)F ((R)-1-[3-[[2,2-bis(4-Fluorophenyl)ethenyl]oxy]propyl]-3-piperidine carboxylic acid ethyl ester tartrate), Cl (hydrochloric acid). The solvent is C(C)O (ethanol). Conditions: time 4.8 hour. Product: Cl.FC1=CC=C(C=C1)C(=COCCCN1C[C@@H](CCC1)C(=O)O)C1=CC=C(C=C1)F ((R)-1-[3-[[2,2-bis(4-Fluorophenyl)ethenyl]oxy]propyl]-3-piperidine carboxylic acid hydrochloride). Reaction SMILES: C(C(C(C(O)=O)O)O)(O)=O.C([O:13][C:14]([C@@H:16]1[CH2:21][CH2:20][CH2:19][N:18]([CH2:22][CH2:23][CH2:24][O:25][CH:26]=[C:27]([C:35]2[CH:40]=[CH:39][C:38]([F:41])=[CH:37][CH:36]=2)[C:28]2[CH:33]=[CH:32][C:31]([F:34])=[CH:30][CH:29]=2)[CH2:17]1)=[O:15])C.[OH-].[Na+].[ClH:44]>C(O)C>[ClH:44].[F:41][C:38]1[CH:37]=[CH:36][C:35]([C:27]([C:28]2[CH:29]=[CH:30][C:31]([F:34])=[CH:32][CH:33]=2)=[CH:26][O:25][CH2:24][CH2:23][CH2:22][N:18]2[CH2:19][CH2:20][CH2:21][C@@H:16]([C:14]([OH:15])=[O:13])[CH2:17]2)=[CH:40][CH:39]=1 |f:0.1,2.3,6.7|. Procedure: (R)-1-[3-[[2,2-bis(4-Fluorophenyl)ethenyl]oxy]propyl]-3-piperidine carboxylic acid ethyl ester tartrate (3.8 g, 0.0065 mol) (prepared as described in Method D) was dissolved in ethanol (25 ml) and 12 N sodium hydroxide solution (2.2 ml) was introduced at 5° After stirring the solution at room temperature for 4.8 h, the pH of the reaction mixture was adjusted to ca. 7 with 4 N hydrochloric acid solution, and the mixture was evaporated to a residue in vacuo. Water (25 ml) was added, and the mixtur... The reactants are N[C@H](C(=O)N(CC1=CC=C(C=C1)C1=C(C=CC=C1)C#N)CCCC)C(C)C (2-(S)-amino-N-butyl-N-(2'-cyanobiphenyl-4-ylmethyl)-3-methyl-butanoic acid amide), CCN(C(C)C)C(C)C (Hunig base), CS(=O)(=O)Cl (methanesulfonic acid chloride). The solvent is ClCCl (dichloromethane), ClCCl (dichloromethane), ClCCl (dichloromethane). Run at time 5 hour. Yields the product C(CCC)N(C([C@H](C(C)C)NS(=O)(=O)C)=O)CC1=CC=C(C=C1)C1=C(C=CC=C1)C#N (N-butyl-N-(2'-cyanobiphenyl-4-ylmethyl)-2-(S)-methanesulfonylamino-3-methylbutanoic acid amide). RXN SMILES: [CH3:1][S:2](Cl)(=[O:4])=[O:3].[NH2:6][C@@H:7]([CH:30]([CH3:32])[CH3:31])[C:8]([N:10]([CH2:26][CH2:27][CH2:28][CH3:29])[CH2:11][C:12]1[CH:17]=[CH:16][C:15]([C:18]2[CH:23]=[CH:22][CH:21]=[CH:20][C:19]=2[C:24]#[N:25])=[CH:14][CH:13]=1)=[O:9].CCN(C(C)C)C(C)C>ClCCl>[CH2:26]([N:10]([CH2:11][C:12]1[CH:17]=[CH:16][C:15]([C:18]2[CH:23]=[CH:22][CH:21]=[CH:20][C:19]=2[C:24]#[N:25])=[CH:14][CH:13]=1)[C:8](=[O:9])[C@@H:7]([NH:6][S:2]([CH3:1])(=[O:4])=[O:3])[CH:30]([CH3:31])[CH3:32])[CH2:27][CH2:28][CH3:29]. Procedure: A solution of 0.75 g (6.5 mmol) of methanesulfonic acid chloride in 5 ml of dichloromethane is added dropwise, with stirring, to a solution of 1.8 g (5 mmol) of 2-(S)-amino-N-butyl-N-(2'-cyanobiphenyl-4-ylmethyl)-3-methyl-butanoic acid amide and 1.4 ml (8 mmol) of Hunig base in 10 ml of dichloromethane. The reaction mixture is stirred at room temperature for a further 5 hours, diluted with 50 ml of dichloromethane and extracted with 20 ml of 4N hydrochloric acid. The dichloromethane phase is sep... Reactants: OC=1C=CC(=NC1)C(=O)C1=CC=C(OCCN(C(OC(C)(C)C)=O)C)C=C1 (tert-butyl 2-(4-(5-hydroxypicolinoyl)phenoxy)ethyl(methyl)carbamate), C(CC)(=O)C1=CC=CC=C1 (propiophenone). Product: CNCCOC1=CC=C(C=C1)C(=C(CC)C1=CC=CC=C1)C1=CC=C(C=N1)O (6-(1-(4-(2-(methylamino)ethoxy)phenyl)-2-phenylbut-1-enyl)pyridin-3-ol). As a reaction SMILES: [OH:1][C:2]1[CH:3]=[CH:4][C:5]([C:8]([C:10]2[CH:27]=[CH:26][C:13]([O:14][CH2:15][CH2:16][N:17]([CH3:25])C(=O)OC(C)(C)C)=[CH:12][CH:11]=2)=O)=[N:6][CH:7]=1.[C:28]([C:32]1[CH:37]=[CH:36][CH:35]=[CH:34][CH:33]=1)(=O)[CH2:29][CH3:30]>>[CH3:25][NH:17][CH2:16][CH2:15][O:14][C:13]1[CH:12]=[CH:11][C:10]([C:8]([C:5]2[N:6]=[CH:7][C:2]([OH:1])=[CH:3][CH:4]=2)=[C:28]([C:32]2[CH:37]=[CH:36][CH:35]=[CH:34][CH:33]=2)[CH2:29][CH3:30])=[CH:27][CH:26]=1. Reported procedure: Following general procedure of McMurry reaction as described in example 1, step B, tert-butyl 2-(4-(5-hydroxypicolinoyl)phenoxy)ethyl(methyl)carbamate (1.0 eq) was reacted with propiophenone (3.0 eq) to give the desired product (Z/E=1/1). m/z=375[M+1]+. Reactants: C(#N)C=1C(=C2C=C(N(C2=CC1)CC(=O)O)C1CC1)C(F)(F)F ([5-cyano-2-cyclopropyl-4-(trifluoromethyl)-1H-indol-1-yl]acetic acid), FC(C=1C=C(C(=O)NN)C=CC1)(F)F (3-(trifluoromethyl)benzohydrazide). The product is C1(CC1)C=1N(C2=CC=C(C(=C2C1)C(F)(F)F)C#N)CC=1OC(=NN1)C1=CC(=CC=C1)C(F)(F)F (2-Cyclopropyl-4-(trifluoromethyl)-1-({5-[3-(trifluoromethyl)phenyl]-1,3,4-oxadiazol-2-yl}methyl)-1H-indole-5-carbonitrile). As a reaction SMILES: [C:1]([C:3]1[C:4]([C:19]([F:22])([F:21])[F:20])=[C:5]2[C:9](=[CH:10][CH:11]=1)[N:8]([CH2:12][C:13](O)=[O:14])[C:7]([CH:16]1[CH2:18][CH2:17]1)=[CH:6]2)#[N:2].[F:23][C:24]([F:36])([F:35])[C:25]1[CH:26]=[C:27]([CH:32]=[CH:33][CH:34]=1)[C:28]([NH:30][NH2:31])=O>>[CH:16]1([C:7]2[N:8]([CH2:12][C:13]3[O:14][C:28]([C:27]4[CH:32]=[CH:33][CH:34]=[C:25]([C:24]([F:23])([F:35])[F:36])[CH:26]=4)=[N:30][N:31]=3)[C:9]3[C:5]([CH:6]=2)=[C:4]([C:19]([F:21])([F:22])[F:20])[C:3]([C:1]#[N:2])=[CH:11][CH:10]=3)[CH2:17][CH2:18]1. Procedure details: Synthesized as described in Example 35C using [5-cyano-2-cyclopropyl-4-(trifluoromethyl)-1H-indol-1-yl]acetic acid (Example 362B) and 3-(trifluoromethyl)benzohydrazide: 1H NMR (400 MHz, CDCl3) δ 8.20 (s, 1H), 8.11 (d, J=7.8 Hz, 1H), 7.80 (d, J=7.8 Hz, 1H), 7.71 (d, J=8.5 Hz, 1H), 7.64 (t, J=7.8 Hz 1H), 7.38 (d, J=8.5 Hz 1H), 6.51 (s, 1H), 5.79 (s, 2H), 2.08 (m, 1H), 1.22 (m, 2H), 0.93 (m, 2H); MS (ES) m/z 477 (M+1). Reactants: Cc1cccc2c1C(CO)CCC2, ClCCl. RXN SMILES: [CH3:1][c:2]1[cH:3][cH:4][cH:5][c:6]2[c:11]1[CH:10]([CH2:12][OH:13])[CH2:9][CH2:8][CH2:7]2.[Cl:14][CH2:15][Cl:16]>>[CH3:1][c:2]1[cH:3][cH:4][cH:5][c:6]2[c:11]1[CH:10]([CH:12]=[O:13])[CH2:9][CH2:8][CH2:7]2. The product is Cc1cccc2c1C(C=O)CCC2. Reactants: CC(C#N)(O)C (acetone cyanohydrin), S(O)(O)(=O)=O (sulphuric acid). Product: OS(=O)(=O)O.O=S(=O)=O (oleum), C(C(=C)C)(=O)N (methacrylamide). As a reaction SMILES: [CH3:1][C:2]([CH3:6])(O)[C:3]#[N:4].[S:7](=[O:11])(=[O:10])([OH:9])[OH:8]>>[OH:10][S:7]([OH:11])(=[O:9])=[O:8].[O:8]=[S:7](=[O:10])=[O:9].[C:3]([NH2:4])(=[O:8])[C:2]([CH3:6])=[CH2:1] |f:2.3|. Reported procedure: reacting acetone cyanohydrin with sulphuric acid or an oleum, in order to obtain methacrylamide; Reactants: O=C1N(N=NC2=C1C=CC=C2)OS(=O)(=O)C (4-oxo-3,4-dihydro-3-methanesulfonyloxy-1,2,3-benzotriazine), C(C1=CC=CC=C1)OC(=O)N1[C@H](C(=O)O)CCC1 (N-Benzyloxycarbonyl-L-proline), Cl.C(C)OC([C@@H](N)CC(C)C)=O (L-leucine ethyl ester hydrochloride), CN1CCOCC1 (N-methylmorpholine). Run in C(C)(=O)OCC (ethyl acetate), O (water), C(Cl)(Cl)Cl (chloroform). Reaction conditions: time 8 hour. Product: C(C)OC([C@@H](NC([C@H]1N(CCC1)C(=O)OCC1=CC=CC=C1)=O)CC(C)C)=O (N-(N-benzyloxycarbonyl-L-prolyl)-L-leucine ethyl ester). Yield: 66.4%. As a reaction SMILES: [CH2:1]([O:8][C:9]([N:11]1[CH2:18][CH2:17][CH2:16][C@H:12]1[C:13]([OH:15])=O)=[O:10])[C:2]1[CH:7]=[CH:6][CH:5]=[CH:4][CH:3]=1.Cl.[CH2:20]([O:22][C:23](=[O:30])[C@H:24]([CH2:26][CH:27]([CH3:29])[CH3:28])[NH2:25])[CH3:21].CN1CCOCC1.O=C1C2C=CC=CC=2N=NN1OS(C)(=O)=O>C(Cl)(Cl)Cl.C(OCC)(=O)C.O>[CH2:20]([O:22][C:23](=[O:30])[C@H:24]([CH2:26][CH:27]([CH3:29])[CH3:28])[NH:25][C:13](=[O:15])[C@@H:12]1[CH2:16][CH2:17][CH2:18][N:11]1[C:9]([O:8][CH2:1][C:2]1[CH:3]=[CH:4][CH:5]=[CH:6][CH:7]=1)=[O:10])[CH3:21] |f:1.2|. Procedure: N-Benzyloxycarbonyl-L-proline (1.25 g), L-leucine ethyl ester hydrochloride (1.00 g) and N-methylmorpholine (1.10 ml) are dissolved in chloroform (10 ml) and thereto is added 4-oxo-3,4-dihydro-3-methanesulfonyloxy-1,2,3-benzotriazine (1.20 g). After allowing to stand overnight, to the mixture are added water and ethyl acetate. The ethyl acetate layer is washed and dried, and then the solvent is distilled off to give N-(N-benzyloxycarbonyl-L-prolyl)-L-leucine ethyl ester (1.3 g), melting point: 6... Reactants: C1(=C(C=CC=C1)CN1C(=CC2=C(C=CC=C12)OC)C1CC1)C1=CC=CC=C1 (1-([1,1'-biphenyl]-2-ylmethyl)-2-cyclopropyl-4-methoxyl-1H-indole), B(Br)(Br)Br (BBr3), ClCl (Cl2). The product is C1(=C(C=CC=C1)CN1C(=CC2=C(C=CC=C12)O)C1CC1)C1=CC=CC=C1 (1-([1,1'-biphenyl]-2-ylmethyl)-2-cyclopropyl-4-hydroxy-1H-indole). Yield: 29.2%. Reaction SMILES: [C:1]1([C:22]2[CH:27]=[CH:26][CH:25]=[CH:24][CH:23]=2)[CH:6]=[CH:5][CH:4]=[CH:3][C:2]=1[CH2:7][N:8]1[C:16]2[C:11](=[C:12]([O:17]C)[CH:13]=[CH:14][CH:15]=2)[CH:10]=[C:9]1[CH:19]1[CH2:21][CH2:20]1.B(Br)(Br)Br.ClCl>>[C:1]1([C:22]2[CH:27]=[CH:26][CH:25]=[CH:24][CH:23]=2)[CH:6]=[CH:5][CH:4]=[CH:3][C:2]=1[CH2:7][N:8]1[C:16]2[C:11](=[C:12]([OH:17])[CH:13]=[CH:14][CH:15]=2)[CH:10]=[C:9]1[CH:19]1[CH2:21][CH2:20]1. Reported procedure: By the method used in Example 1, Part D, 1.25 g (3.7 mmol) of 1-([1,1'-biphenyl]-2-ylmethyl)-2-cyclopropyl-4-methoxyl-1H-indole was O-demethylated by treating it with 15 mL of 1M BBr3 /CH2 Cl2. The crude product was chromatographed on silica gel and eluted with 20% EtOAc/hexane to give 367 mg (29% yield) of 1-([1,1'-biphenyl]-2-ylmethyl)-2-cyclopropyl-4-hydroxy-1H-indole as an oil. Reactants: FC1=C(CN=[N+]=[N-])C(=CC=C1)F (2,6-difluorobenzyl azide), C(C#CC)C(=O)N (but-2-ynecarboxamide). The solvent is O1CCOCC1 (dioxane). The product is FC1=C(CN2N=NC(=C2C)C(=O)N)C(=CC=C1)F (1-(2,6-difluorobenzyl)-5-methyl-1H-1,2,3-triazole-4-carboxamide). RXN SMILES: [F:1][C:2]1[CH:11]=[CH:10][CH:9]=[C:8]([F:12])[C:3]=1[CH2:4][N:5]=[N+:6]=[N-:7].[CH2:13]([C:17]([NH2:19])=[O:18])[C:14]#[C:15]C>O1CCOCC1>[F:1][C:2]1[CH:11]=[CH:10][CH:9]=[C:8]([F:12])[C:3]=1[CH2:4][N:5]1[C:14]([CH3:15])=[C:13]([C:17]([NH2:19])=[O:18])[N:7]=[N:6]1. Procedure details: 16.9 g (0.1 mole) of 2,6-difluorobenzyl azide and 8.3 g (0.1 mole) of but-2-ynecarboxamide are heated in 20 ml of dioxane for 16 hours to 100° C. After removing the dioxane by evaporation, the desired isomer is separated by column chromatography, to give 1-(2,6-difluorobenzyl)-5-methyl-1H-1,2,3-triazole-4-carboxamide with a melting point of 208°-210° C. (recrystallisation from methanol).